This data is from the Open Reaction Database (ORD), a public repository of structured organic reaction records. The task is: describe an organic reaction: reactants, conditions, products, and yield Reactants: CN(C1=CC=CC=C1)C (dimethyl aniline), S(O)(O)=O (sulfurous acid), S(O)(O)(=O)=O (sulfuric acid). Run in S(=O)=O (sulfur dioxide), S(=O)=O (sulfur dioxide). Product: S(O)(O)=O (sulfurous acid), S(=O)(=O)([O-])[O-].[NH4+].[NH4+] (ammonium sulfate). Reaction SMILES: [S:1](=[O:4])([OH:3])[OH:2].[S:5](=[O:9])(=[O:8])([OH:7])[OH:6].C[N:11](C)C1C=CC=CC=1>S(=O)=O>[S:1](=[O:2])([OH:4])[OH:3].[S:5]([O-:9])([O-:8])(=[O:7])=[O:6].[NH4+:11].[NH4+:11] |f:5.6.7|. Procedure details: The effluent gas from absorber section 5 is impoverished in sulfur dioxide and enriched in gaseous dimethyl aniline and passes sequentially through sulfurous acid scrubbing section 9 and sulfuric acid scrubbing section 10 and leaves scrubbing section 10 through line 18 very low in sulfur dioxide content and free or substantially free of absorbent. In sulfurous acid scrubbing section 9, sulfur dioxide gas and liquid aqueous ammonium sulfate solution withdrawn from the bottom of the regenerator ar...